From a dataset of the Open Reaction Database (ORD), a public repository of structured organic reaction records. describe an organic reaction: reactants, conditions, products, and yield Reported procedure: 4H,6H-1,2,5,10b-Tetraaza-benzo[e]azulene-5-carboxylic acid tert-butyl ester was deprotected using trifluoroacetic acid and the resulting salt was coupled with (R)-3-[(tert-butoxycarbonyl)amino]-4-(2,4,5-trifluorophenyl)butanoic acid using HOBt, EDC and DIPEA. The desired compound was obtained as viscous oil. Solvent: C(CCl)Cl (EDC). The reactants are C(C)(C)(C)OC(=O)N1CC2=C(N3N=NC=C3C1)C=CC=C2 (4H,6H-1,2,5,10b-Tetraaza-benzo[e]azulene-5-carboxylic acid tert-butyl ester), C=1C=CC2=C(C1)N=NN2O (HOBt), CCN(C(C)C)C(C)C (DIPEA), FC(C(=O)O)(F)F (trifluoroacetic acid), C(C)(C)(C)OC(=O)N[C@@H](CC(=O)O)CC1=C(C=C(C(=C1)F)F)F ((R)-3-[(tert-butoxycarbonyl)amino]-4-(2,4,5-trifluorophenyl)butanoic acid). Reaction SMILES: C(O[C:6]([N:8]1[CH2:17][C:16]2[N:12]([N:13]=[N:14][CH:15]=2)[C:11]2[CH:18]=[CH:19][CH:20]=[CH:21][C:10]=2[CH2:9]1)=[O:7])(C)(C)C.FC(F)(F)C(O)=O.[C:29]([O:33][C:34]([NH:36][C@H:37]([CH2:42][C:43]1[CH:48]=[C:47]([F:49])[C:46]([F:50])=[CH:45][C:44]=1[F:51])[CH2:38]C(O)=O)=[O:35])([CH3:32])([CH3:31])[CH3:30].C1C=CC2N(O)N=NC=2C=1.CCN(C(C)C)C(C)C>C(Cl)CCl>[C:29]([O:33][C:34](=[O:35])[NH:36][CH:37]([CH2:42][C:43]1[CH:48]=[C:47]([F:49])[C:46]([F:50])=[CH:45][C:44]=1[F:51])[CH2:38][C:6](=[O:7])[N:8]1[CH2:17][C:16]2[N:12]([N:13]=[N:14][CH:15]=2)[C:11]2[CH:18]=[CH:19][CH:20]=[CH:21][C:10]=2[CH2:9]1)([CH3:30])([CH3:31])[CH3:32]. Yields the product C(C)(C)(C)OC(NC(CC(N1CC2=C(N3N=NC=C3C1)C=CC=C2)=O)CC2=C(C=C(C(=C2)F)F)F)=O ([3-oxo-3-(4H,6H-1,2,5,10b-tetraaza-benzo[e]azulen-5-yl)-1-(2,4,5-trifluoro-benzyl)-propyl]-carbamic acid tert-butyl ester). Starting materials: O=C([O-])[O-], CN(C)C=O, COC(=O)C(C)Oc1cc(C)ccc1CCl, O=[N+]([O-])c1ccc(O)cc1F, [K+], [K+]. The product is COC(=O)C(C)Oc1cc(C)ccc1COc1ccc([N+](=O)[O-])c(F)c1. Reaction SMILES: [C:28](=[O:29])([O-:30])[O-:31].[CH3:34][N:35]([CH3:36])[CH:37]=[O:38].[Cl:12][CH2:13][c:14]1[c:15]([O:16][CH:17]([C:18](=[O:19])[O:20][CH3:21])[CH3:22])[cH:23][c:24]([CH3:27])[cH:25][cH:26]1.[F:1][c:2]1[cH:3][c:4]([OH:11])[cH:5][cH:6][c:7]1[N+:8](=[O:9])[O-:10].[K+:32].[K+:33]>>[F:1][c:2]1[cH:3][c:4]([O:11][CH2:13][c:14]2[c:15]([O:16][CH:17]([C:18](=[O:19])[O:20][CH3:21])[CH3:22])[cH:23][c:24]([CH3:27])[cH:25][cH:26]2)[cH:5][cH:6][c:7]1[N+:8](=[O:9])[O-:10].